From a dataset of the Open Reaction Database (ORD), a public repository of structured organic reaction records. describe an organic reaction: reactants, conditions, products, and yield Yields the product 210, BrC=1C=C(C=CC1)CN1C=NC=C1CCCO (1-[(3-bromophenyl)methyl]-1H-imidazole-5-propanol). Run in C(C)#N (acetonitrile). Conditions: temperature 0 celsius, time 1 hour. Procedure details: A solution of 250 parts of 1-bromo-3-bromomethylbenzene, 168.5 parts of N,N-dimethyl-4-[3-[(trimethylsilyl)oxy]propyl]-1H-imidazole-1-carboxamide and 869 parts of acetonitrile was refluxed for 18 hours. After cooling to 0° C., ammonia was bubbled through the reaction mixture for 5 min. The solvent was evaporated and the residue was stirred for 1 hour in 1700 ml of hydrochloric acid 1N. The mixture was extracted with ethyl acetate. The aqueous layer was basified with Na2CO3 (sat.) and reextracted... Reaction SMILES: [Br:1][C:2]1[CH:7]=[CH:6][CH:5]=[C:4]([CH2:8]Br)[CH:3]=1.CN(C)C([N:14]1[CH:18]=[C:17]([CH2:19][CH2:20][CH2:21][O:22][Si](C)(C)C)[N:16]=[CH:15]1)=O>C(#N)C>[Br:1][C:2]1[CH:3]=[C:4]([CH2:8][N:16]2[C:17]([CH2:19][CH2:20][CH2:21][OH:22])=[CH:18][N:14]=[CH:15]2)[CH:5]=[CH:6][CH:7]=1. Reactants: 250, BrC1=CC(=CC=C1)CBr (1-bromo-3-bromomethylbenzene), CN(C(=O)N1C=NC(=C1)CCCO[Si](C)(C)C)C (N,N-dimethyl-4-[3-[(trimethylsilyl)oxy]propyl]-1H-imidazole-1-carboxamide). Isolated yield 100.0%. Starting materials: Cl (hydrochloric acid), C(#N)C=1C(=CC(=NC1)NC(=O)N1CCCC2=CC(=C(N=C12)C(OC)OC)C1CCOCC1)NCCOC (N-(5-cyano-4-((2-methoxyethyl)amino)pyridin-2-yl)-7-(dimethoxymethyl)-6-(tetrahydro-2H-pyran-4-yl)-3,4-dihydro-1,8-naphthyridine-1(2H)-carboxamide), C(#N)C=1C(=CC(=NC1)NC(=O)N1CCCC2=CC(=C(N=C12)C(OC)OC)C1CCOCC1)NCCOC (N-(5-cyano-4-((2-methoxyethyl)amino)pyridin-2-yl)-7-(dimethoxymethyl)-6-(tetrahydro-2H-pyran-4-yl)-3,4-dihydro-1,8-naphthyridine-1(2H)-carboxamide), C(=O)(O)[O-].[Na+] (NaHCO3). Solvent: C1CCOC1 (THF), O (water). The product is C(#N)C=1C(=CC(=NC1)NC(=O)N1CCCC2=CC(=C(N=C12)C=O)C1CCOCC1)NCCOC (N-(5-cyano-4-((2-methoxyethyl)amino)pyridin-2-yl)-7-formyl-6-(tetrahydro-2H-pyran-4-yl)-3,4-dihydro-1,8-naphthyridine-1(2H)-carboxamide). Reaction SMILES: Cl.[C:2]([C:4]1[C:5]([NH:34][CH2:35][CH2:36][O:37][CH3:38])=[CH:6][C:7]([NH:10][C:11]([N:13]2[C:22]3[C:17](=[CH:18][C:19]([CH:28]4[CH2:33][CH2:32][O:31][CH2:30][CH2:29]4)=[C:20]([CH:23](OC)[O:24]C)[N:21]=3)[CH2:16][CH2:15][CH2:14]2)=[O:12])=[N:8][CH:9]=1)#[N:3].C([O-])(O)=O.[Na+]>C1COCC1.O>[C:2]([C:4]1[C:5]([NH:34][CH2:35][CH2:36][O:37][CH3:38])=[CH:6][C:7]([NH:10][C:11]([N:13]2[C:22]3[C:17](=[CH:18][C:19]([CH:28]4[CH2:29][CH2:30][O:31][CH2:32][CH2:33]4)=[C:20]([CH:23]=[O:24])[N:21]=3)[CH2:16][CH2:15][CH2:14]2)=[O:12])=[N:8][CH:9]=1)#[N:3] |f:2.3|. Procedure details: Concentrated hydrochloric acid (0.28 ml) was added to a solution of N-(5-cyano-4-((2-methoxyethyl)amino)pyridin-2-yl)-7-(dimethoxymethyl)-6-(tetrahydro-2H-pyran-4-yl)-3,4-dihydro-1,8-naphthyridine-1(2H)-carboxamide (intermediate 310, 640 mg, 0.689 mmol) in THF (6 ml) and water (2 ml) at room temperature. After stirring for 4 h at room temperature saturated aqueous NaHCO3 was added, the mixture extracted with DCM, the organic layers dried over MgSO4 and evaporated. The residue was triturated with... Reactants: Cl.Cl.C(C)OC(CC1=CC(=C(C=C1)OC)C=1C(=NC2=CC=CC=C2C1)CNCC1=CC=CC=C1)=O ({3-[2-(benzylamino-methyl)-quinolin-3-yl]-4-methoxy-phenyl}-acetic acid ethyl ester, dihydrochloride), C1(CC1)C(=O)Cl (cyclopropanecarbonyl chloride). Yields the product C(C)OC(CC1=CC(=C(C=C1)OC)C=1C(=NC2=CC=CC=C2C1)CN(C(=O)C1CC1)CC1=CC=CC=C1)=O ((3-{2-[(Benzyl-cyclopropanecarbonyl-amino)-methyl]-quinolin-3-yl}-4-methoxy-phenyl)-acetic acid ethyl ester). RXN SMILES: Cl.Cl.[CH2:3]([O:5][C:6](=[O:35])[CH2:7][C:8]1[CH:13]=[CH:12][C:11]([O:14][CH3:15])=[C:10]([C:16]2[C:17]([CH2:26][NH:27][CH2:28][C:29]3[CH:34]=[CH:33][CH:32]=[CH:31][CH:30]=3)=[N:18][C:19]3[C:24]([CH:25]=2)=[CH:23][CH:22]=[CH:21][CH:20]=3)[CH:9]=1)[CH3:4].[CH:36]1([C:39](Cl)=[O:40])[CH2:38][CH2:37]1>>[CH2:3]([O:5][C:6](=[O:35])[CH2:7][C:8]1[CH:13]=[CH:12][C:11]([O:14][CH3:15])=[C:10]([C:16]2[C:17]([CH2:26][N:27]([CH2:28][C:29]3[CH:30]=[CH:31][CH:32]=[CH:33][CH:34]=3)[C:39]([CH:36]3[CH2:38][CH2:37]3)=[O:40])=[N:18][C:19]3[C:24]([CH:25]=2)=[CH:23][CH:22]=[CH:21][CH:20]=3)[CH:9]=1)[CH3:4] |f:0.1.2|. Procedure: Prepared according to the procedure described in Example 5, Step 5, using the following starting materials: {3-[2-(benzylamino-methyl)-quinolin-3-yl]-4-methoxy-phenyl}-acetic acid ethyl ester, dihydrochloride and cyclopropanecarbonyl chloride. Procedure details: 1.05 g of (-)-N-methyl-N-[1-(2-naphthylsulfonyl)pyrrolidine-2-carbonyl]-2-{2-[2-(4-phenylpiperazin-1-yl)ethyloxy]phenyl}thiazolidine-3-carbothioamide, 40 ml of tetrahydrofuran, 40 ml of methanol, 120 mg of sodium hydroxide and 3 ml of water are treated in the same manner as described in Example 148-(2). 600 mg of (-)-N-methyl-2-{2-[2-(4-phenylpiperazin-1-yl)ethyloxy]phenyl}thiazolidine-3-carbothioamide are obtained. Yield: 94.2%. As a reaction SMILES: [CH3:1][N:2](C(C1CCCN1S(C1C=CC2C(=CC=CC=2)C=1)(=O)=O)=O)[C:3]([N:5]1[CH2:9][CH2:8][S:7][CH:6]1[C:10]1[CH:15]=[CH:14][CH:13]=[CH:12][C:11]=1[O:16][CH2:17][CH2:18][N:19]1[CH2:24][CH2:23][N:22]([C:25]2[CH:30]=[CH:29][CH:28]=[CH:27][CH:26]=2)[CH2:21][CH2:20]1)=[S:4].O1CCCC1.CO.[OH-].[Na+]>O>[CH3:1][NH:2][C:3]([N:5]1[CH2:9][CH2:8][S:7][CH:6]1[C:10]1[CH:15]=[CH:14][CH:13]=[CH:12][C:11]=1[O:16][CH2:17][CH2:18][N:19]1[CH2:20][CH2:21][N:22]([C:25]2[CH:30]=[CH:29][CH:28]=[CH:27][CH:26]=2)[CH2:23][CH2:24]1)=[S:4] |f:3.4|. Solvent: O (water). Product: CNC(=S)N1C(SCC1)C1=C(C=CC=C1)OCCN1CCN(CC1)C1=CC=CC=C1 ((-)-N-methyl-2-{2-[2-(4-phenylpiperazin-1-yl)ethyloxy]phenyl}thiazolidine-3-carbothioamide). The yield is 94.2%. Reactants: CN(C(=S)N1C(SCC1)C1=C(C=CC=C1)OCCN1CCN(CC1)C1=CC=CC=C1)C(=O)C1N(CCC1)S(=O)(=O)C1=CC2=CC=CC=C2C=C1 ((-)-N-methyl-N-[1-(2-naphthylsulfonyl)pyrrolidine-2-carbonyl]-2-{2-[2-(4-phenylpiperazin-1-yl)ethyloxy]phenyl}thiazolidine-3-carbothioamide), O1CCCC1 (tetrahydrofuran), CO (methanol), [OH-].[Na+] (sodium hydroxide). Reactants: Cc1cnc(N2CCN(C(=O)c3ccc(Br)cc3F)CC2)c(C)n1, CC1COC(=O)N1. Yields the product Cc1cnc(N2CCN(C(=O)c3ccc(N4C(=O)OCC4C)cc3F)CC2)c(C)n1. RXN SMILES: [Br:1][c:2]1[cH:3][c:4]([F:24])[c:5]([C:8](=[O:9])[N:10]2[CH2:11][CH2:12][N:13]([c:16]3[n:17][cH:18][c:19]([CH3:23])[n:20][c:21]3[CH3:22])[CH2:14][CH2:15]2)[cH:6][cH:7]1.[CH3:25][CH:26]1[NH:27][C:28](=[O:31])[O:29][CH2:30]1>>[c:2]1([N:27]2[CH:26]([CH3:25])[CH2:30][O:29][C:28]2=[O:31])[cH:3][c:4]([F:24])[c:5]([C:8](=[O:9])[N:10]2[CH2:11][CH2:12][N:13]([c:16]3[n:17][cH:18][c:19]([CH3:23])[n:20][c:21]3[CH3:22])[CH2:14][CH2:15]2)[cH:6][cH:7]1. Reactants: B, C1CCOC1, O=C(Cc1cccc(C(F)(F)F)c1)NCc1ccc(C(F)(F)C(F)(F)F)cc1, C1CCOC1. The product is FC(F)(F)c1cccc(CCNCc2ccc(C(F)(F)C(F)(F)F)cc2)c1. Reaction SMILES: [BH3:6].[CH2:35]1[O:36][CH2:37][CH2:38][CH2:39]1.[F:7][C:8]([C:9]([F:10])([F:11])[F:12])([c:13]1[cH:14][cH:15][c:16]([CH2:17][NH:18][C:19]([CH2:20][c:21]2[cH:22][c:23]([C:27]([F:28])([F:29])[F:30])[cH:24][cH:25][cH:26]2)=[O:31])[cH:32][cH:33]1)[F:34].[O:1]1[CH2:2][CH2:3][CH2:4][CH2:5]1>>[F:7][C:8]([C:9]([F:10])([F:11])[F:12])([c:13]1[cH:14][cH:15][c:16]([CH2:17][NH:18][CH2:19][CH2:20][c:21]2[cH:22][c:23]([C:27]([F:28])([F:29])[F:30])[cH:24][cH:25][cH:26]2)[cH:32][cH:33]1)[F:34]. The reactants are COc1ccc(Cn2ncc3c(O)c(Br)cnc32)cc1, CCCCCC, CCOC(C)=O, [Cl-], O=S(=O)(N(c1ccccc1)S(=O)(=O)C(F)(F)F)C(F)(F)F, [H-], CC(C)(C)OC(=O)N1CCNCC1, [NH4+], [Na+], CN(C)C=O, O. Product: COc1ccc(Cn2ncc3c(N4CCN(C(=O)OC(C)(C)C)CC4)c(Br)cnc32)cc1. As a reaction SMILES: [Br:1][c:2]1[c:3]([OH:20])[c:4]2[c:5]([n:6][cH:7]1)[n:8]([CH2:11][c:12]1[cH:13][cH:14][c:15]([O:18][CH3:19])[cH:16][cH:17]1)[n:9][cH:10]2.[CH3:64][CH2:65][CH2:66][CH2:67][CH2:68][CH3:69].[CH3:70][CH2:71][O:72][C:73]([CH3:74])=[O:75].[Cl-:57].[F:23][C:24]([F:25])([F:26])[S:27]([N:28]([c:29]1[cH:30][cH:31][cH:32][cH:33][cH:34]1)[S:35]([C:36]([F:37])([F:38])[F:39])(=[O:40])=[O:41])(=[O:42])=[O:43].[H-:21].[N:44]1([C:50](=[O:51])[O:52][C:53]([CH3:54])([CH3:55])[CH3:56])[CH2:45][CH2:46][NH:47][CH2:48][CH2:49]1.[NH4+:58].[Na+:22].[O:59]=[CH:60][N:61]([CH3:62])[CH3:63].[OH2:76]>>[Br:1][c:2]1[c:3]([N:47]2[CH2:46][CH2:45][N:44]([C:50](=[O:51])[O:52][C:53]([CH3:54])([CH3:55])[CH3:56])[CH2:49][CH2:48]2)[c:4]2[c:5]([n:6][cH:7]1)[n:8]([CH2:11][c:12]1[cH:13][cH:14][c:15]([O:18][CH3:19])[cH:16][cH:17]1)[n:9][cH:10]2. Starting materials: C1(=CC=C(C=C1)COC1=CC=C(C(=O)O)C=C1)C1=CC=CC=C1 (4-(4-biphenylylmethoxy)benzoic acid), CCN=C=NCCCN(C)C (WSC), C=1C=CC2=C(C1)N=NN2O (HOBt), NCCN1CCCCC1 (1-(2-aminoethyl)piperidine). The solvent is C1CCOC1 (THF), C(C)N(CC)CC (triethylamine), C(C)#N (acetonitrile), O (water). Conditions: time 17 hour. The product is C1(=CC=C(C=C1)COC1=CC=C(C(=O)NCCN2CCCCC2)C=C1)C1=CC=CC=C1 (4-(4-Biphenylylmethoxy)-N-(2-piperidinoethyl)benzamide). As a reaction SMILES: [C:1]1([C:18]2[CH:23]=[CH:22][CH:21]=[CH:20][CH:19]=2)[CH:6]=[CH:5][C:4]([CH2:7][O:8][C:9]2[CH:17]=[CH:16][C:12]([C:13](O)=[O:14])=[CH:11][CH:10]=2)=[CH:3][CH:2]=1.CCN=C=NCCCN(C)C.C1C=CC2N(O)N=NC=2C=1.[NH2:45][CH2:46][CH2:47][N:48]1[CH2:53][CH2:52][CH2:51][CH2:50][CH2:49]1>C1COCC1.O.C(N(CC)CC)C.C(#N)C>[C:1]1([C:18]2[CH:23]=[CH:22][CH:21]=[CH:20][CH:19]=2)[CH:6]=[CH:5][C:4]([CH2:7][O:8][C:9]2[CH:17]=[CH:16][C:12]([C:13]([NH:45][CH2:46][CH2:47][N:48]3[CH2:53][CH2:52][CH2:51][CH2:50][CH2:49]3)=[O:14])=[CH:11][CH:10]=2)=[CH:3][CH:2]=1. Procedure details: To a solution of 4-(4-biphenylylmethoxy)benzoic acid (1.008 g) in THF (20 ml)/acetonitrile (20 ml) were added WSC (0.775 g), HOBt (0.504 g), 1-(2-aminoethyl)piperidine (0.56 ml), and triethylamine (1.2 ml). After stirring at room temperature for 17 hr, the reaction mixture was diluted with water and extracted with ethyl acetate. The organic layer was washed with 10% aqueous potassium carbonate and saturated aqueous sodium chloride sequentially, dried, and concentrated. The residue was recrystall...